This data is from the Open Reaction Database (ORD), a public repository of structured organic reaction records. The task is: describe an organic reaction: reactants, conditions, products, and yield Reactants: C(C)OC(CBr)=O (bromoacetic acid ethyl ester), solid, C([O-])([O-])=O.[K+].[K+] (potassium carbonate), COC(C(C1=CC=CC=C1)O)=O (hydroxyphenylacetic acid methyl ester). The solvent is CC(=O)C (acetone). Conditions: time 4 hour. The product is COC(CC1=CC=C(C=C1)OCC(=O)OCC)=O (4-(Ethoxycarbonylmethoxy)-phenylacetic acid methyl ester). RXN SMILES: [CH3:1][O:2][C:3](=[O:12])[CH:4](O)[C:5]1[CH:10]=[CH:9][CH:8]=[CH:7][CH:6]=1.C(=O)([O-])[O-:14].[K+].[K+].[CH2:19]([O:21][C:22](=[O:25])[CH2:23]Br)[CH3:20]>CC(C)=O>[CH3:1][O:2][C:3](=[O:12])[CH2:4][C:5]1[CH:10]=[CH:9][C:8]([O:14][CH2:23][C:22]([O:21][CH2:19][CH3:20])=[O:25])=[CH:7][CH:6]=1 |f:1.2.3|. Procedure details: 10 g (60.2 mmol) of hydroxyphenylacetic acid methyl ester (Aldrich) is dissolved in 75 ml of acetone. 18.4 g (133 mmol) of solid potassium carbonate is added. 17.8 ml (123 mmol) of bromoacetic acid ethyl ester is added in drops under reflux within 15 minutes, it is kept at this temperature for another 4 hours, and it is stirred overnight at room temperature. Precipitate is filtered out, the solution is evaporated to the dry state and chromatographed on silica gel (hexane/ethyl acetate 3:1). The ... As a reaction SMILES: [F:1][C:2]([F:13])([F:12])[CH2:3][CH:4]([CH2:7][C:8]([F:11])([F:10])[F:9])[CH2:5][OH:6].CC(OI1(OC(C)=O)(OC(C)=O)OC(=O)C2C=CC=CC1=2)=O.S([O-])([O-])(=O)=S.[Na+].[Na+]>C(Cl)Cl.CCOCC.C(=O)(O)[O-].[Na+].O.CCOC(C)=O.CCCCCC>[F:1][C:2]([F:12])([F:13])[CH2:3][CH:4]([CH2:7][C:8]([F:9])([F:10])[F:11])[CH:5]=[O:6] |f:2.3.4,7.8,10.11|. Conditions: temperature 25 celsius, time 19 hour. Yields the product FC(CC(C=O)CC(F)(F)F)(F)F (4,4,4-trifluoro-2-(2,2,2-trifluoro-ethyl)-butyraldehyde). Reactants: S(=S)(=O)([O-])[O-].[Na+].[Na+] (sodium thiosulfate), [O-]S(=O)(=S)[O-].[Na+].[Na+] (Na2S2O3), FC(CC(CO)CC(F)(F)F)(F)F (4,4,4-trifluoro-2-(2,2,2-trifluoroethyl)butan-1-ol), CC(=O)OI1(C=2C=CC=CC2C(=O)O1)(OC(=O)C)OC(=O)C (Dess-Martin periodinane). The solvent is C([O-])(O)=O.[Na+] (sodium bicarbonate), CCOC(=O)C.CCCCCC (EtOAc hexane), C(Cl)Cl (CH2Cl2), O (water), C(Cl)Cl (CH2Cl2), O (water), CCOCC (Et2O). Procedure details: A solution of 4,4,4-trifluoro-2-(2,2,2-trifluoroethyl)butan-1-ol (1.5 g, 7.14 mmol) in CH2Cl2 saturated with water (30 mL) was stirred under nitrogen at 0° C. Dess-Martin periodinane reagent (6.35g, 14.99 mmol) was added in one portion. The resulting suspension was stirred at 25° C., monitoring the progress of reaction by TLC analysis (1:2 EtOAc/hexane). As the rate of conversion of the starting material slowed, additional 2 mL portions of CH2Cl2 saturated with water were added (three portions o... Starting materials: C1(CCCCC1)C(O)C=1C(=NN(C1)C1=C(C=C(C=C1)F)C)C (cyclohexyl[1-(4-fluoro-2-methylphenyl)-3-methyl-1H-pyrazol-4-yl]methanol), NC1=CC=C(C=C1)C(=O)NCCC(=O)OCC (ethyl 3-{[(4-aminophenyl)carbonyl]amino}propanoate). The product is FC1=CC(=C(C=C1)N1N=C(C(=C1)C(C1CCCCC1)NC1=CC=C(C=C1)C(=O)NCCC(=O)O)C)C (3-({[4-({[1-(4-fluoro-2-methylphenyl)-3-methyl-1H-pyrazol-4-yl](cyclohexyl)methyl}amino)phenyl]carbonyl}amino)propanoic acid). The yield is 63.8%. Reaction SMILES: [CH:1]1([CH:7]([C:9]2[C:10]([CH3:22])=[N:11][N:12]([C:14]3[CH:19]=[CH:18][C:17]([F:20])=[CH:16][C:15]=3[CH3:21])[CH:13]=2)O)[CH2:6][CH2:5][CH2:4][CH2:3][CH2:2]1.[NH2:23][C:24]1[CH:29]=[CH:28][C:27]([C:30]([NH:32][CH2:33][CH2:34][C:35]([O:37]CC)=[O:36])=[O:31])=[CH:26][CH:25]=1>>[F:20][C:17]1[CH:18]=[CH:19][C:14]([N:12]2[CH:13]=[C:9]([CH:7]([NH:23][C:24]3[CH:25]=[CH:26][C:27]([C:30]([NH:32][CH2:33][CH2:34][C:35]([OH:37])=[O:36])=[O:31])=[CH:28][CH:29]=3)[CH:1]3[CH2:6][CH2:5][CH2:4][CH2:3][CH2:2]3)[C:10]([CH3:22])=[N:11]2)=[C:15]([CH3:21])[CH:16]=1. Procedure details: Using cyclohexyl[1-(4-fluoro-2-methylphenyl)-3-methyl-1H-pyrazol-4-yl]methanol (0.50 g) synthesized above and ethyl 3-{[(4-aminophenyl)carbonyl]amino}propanoate (0.55 g) synthesized in Example 1(2) and in the same manner as in Example 1(7), the title object compound (0.52 g, 70%) was obtained as a white solid. Reactants: ClC1=CC(=C(C=C1O)N1C(=NC(=C(C1=O)F)C(F)(F)F)OC)F (1-(4-chloro-2-fluoro-5-hydroxyphenyl)-5-fluoro-2-methoxy-4-trifluoromethyl-6(1H)-pyrimidinone), C(C=C)(=O)Cl (acryloyl chloride), [H-].[Na+] (sodium hydride). The solvent is CN(C=O)C (dimethylformamide). Yields the product C(C=C)(=O)OC1=C(C=C(C(=C1)N1C(=NC(=C(C1=O)F)C(F)(F)F)OC)F)Cl ({2-chloro-4-fluoro-5-[5-fluoro-2-methoxy-6-oxo-4-trifluoromethyl-1(6H)-pyrimidinyl]-phenyl} acrylate). Reaction SMILES: [Cl:1][C:2]1[C:7]([OH:8])=[CH:6][C:5]([N:9]2[C:14](=[O:15])[C:13]([F:16])=[C:12]([C:17]([F:20])([F:19])[F:18])[N:11]=[C:10]2[O:21][CH3:22])=[C:4]([F:23])[CH:3]=1.[C:24](Cl)(=[O:27])[CH:25]=[CH2:26].[H-].[Na+]>CN(C)C=O>[C:24]([O:8][C:7]1[CH:6]=[C:5]([N:9]2[C:14](=[O:15])[C:13]([F:16])=[C:12]([C:17]([F:20])([F:18])[F:19])[N:11]=[C:10]2[O:21][CH3:22])[C:4]([F:23])=[CH:3][C:2]=1[Cl:1])(=[O:27])[CH:25]=[CH2:26] |f:2.3|. Procedure: using 1-(4-chloro-2-fluoro-5-hydroxyphenyl)-5-fluoro-2-methoxy-4-trifluoromethyl-6(1H)-pyrimidinone and acryloyl chloride with sodium hydride in dimethylformamide there is obtained {2-chloro-4-fluoro-5-[5-fluoro-2-methoxy-6-oxo-4-trifluoromethyl-1(6H)-pyrimidinyl]-phenyl} acrylate, 1H-NMR (CDCl3, 400 MHz): 7.42 ppm d,1H), 7.21 ppm (d,1H), 6.68 ppm (q,1H), 6.35 ppm (q,1H), 6.12 ppm (q,1H), 4.00 ppm (s,3H); Starting materials: COC=C1C(NC(C2=CC=CC=C12)=O)=O (4-Methoxymethylene-4H-isoquinoline-1,3-dione), NC1=CC=C(CN)C=C1 (4-aminobenzylamine). Solvent: CN(C=O)C (N,N-dimethylformamide). Reaction conditions: time 1.5 hour. Yields the product NC1=CC=C(CNC=C2C(NC(C3=CC=CC=C23)=O)=O)C=C1 (4-[(4-Amino-benzylamino)-methylene]-4H-isoquinoline-1,3-dione). The yield is 94.7%. Reaction SMILES: CO[CH:3]=[C:4]1[C:13]2[C:8](=[CH:9][CH:10]=[CH:11][CH:12]=2)[C:7](=[O:14])[NH:6][C:5]1=[O:15].[NH2:16][C:17]1[CH:24]=[CH:23][C:20]([CH2:21][NH2:22])=[CH:19][CH:18]=1>CN(C)C=O>[NH2:16][C:17]1[CH:24]=[CH:23][C:20]([CH2:21][NH:22][CH:3]=[C:4]2[C:13]3[C:8](=[CH:9][CH:10]=[CH:11][CH:12]=3)[C:7](=[O:14])[NH:6][C:5]2=[O:15])=[CH:19][CH:18]=1. Procedure details: To a suspension of 4-Methoxymethylene-4H-isoquinoline-1,3-dione (406 mg, 2.0 mmol) in N,N-dimethylformamide (250 μL) is added 4-aminobenzylamine (244 mg, 2.0 mmol). The reaction mixture is shaken at ambient temperature for 1.5 hours, then concentrated. Ethyl acetate is added to the solid residue that remained and the solid is recovered by filtration, rinsing with diethyl ether, and drying to yield 555.5 mg of 4-[(4-Amino-benzylamino)-methylene]-4H-isoquinoline-1,3-dione.